Dataset: the Open Reaction Database (ORD), a public repository of structured organic reaction records. Task: describe an organic reaction: reactants, conditions, products, and yield Run in N1=CC=CC=C1 (pyridine). The yield is 99.1%. Reported procedure: 8.4 ml (0.050 mol) of trifluoromethanesulphonic anhydride are added at 0° C. over 10 minutes to a solution of 11 g (0.042 mol) of (R)-5-(methoxymethyl)-3-(6-hydroxy-1,2-benzisoxazol-3-yl)oxazolidine-2-one in 110 ml of pyridine. The solution is stirred for 18 hours and then poured into ice-cold 2N aqueous hydrochloric acid solution. The product is extracted with ethyl acetate and then the organic phase is dried over sodium sulphate and concentrated under reduced pressure. 16.5 g of product are ob... The product is FC(S(=O)(=O)OC1=CC2=C(C(=NO2)N2C(O[C@H](C2)COC)=O)C=C1)(F)F ([(R)-5-(Methoxymethyl)-2-oxo-3-oxazolidinyl]-1,2-benzisoxazol-6-yl trifluoromethanesulphonate). As a reaction SMILES: [F:1][C:2]([F:15])([F:14])[S:3]([O:6]S(C(F)(F)F)(=O)=O)(=[O:5])=[O:4].[CH3:16][O:17][CH2:18][C@@H:19]1[O:23][C:22](=[O:24])[N:21]([C:25]2[C:29]3[CH:30]=[CH:31][C:32](O)=[CH:33][C:28]=3[O:27][N:26]=2)[CH2:20]1>N1C=CC=CC=1>[F:1][C:2]([F:15])([F:14])[S:3]([O:6][C:32]1[CH:31]=[CH:30][C:29]2[C:25]([N:21]3[CH2:20][C@H:19]([CH2:18][O:17][CH3:16])[O:23][C:22]3=[O:24])=[N:26][O:27][C:28]=2[CH:33]=1)(=[O:5])=[O:4]. Conditions: time 18 hour. Reactants: FC(S(=O)(=O)OS(=O)(=O)C(F)(F)F)(F)F (trifluoromethanesulphonic anhydride), COC[C@H]1CN(C(O1)=O)C1=NOC2=C1C=CC(=C2)O ((R)-5-(methoxymethyl)-3-(6-hydroxy-1,2-benzisoxazol-3-yl)oxazolidine-2-one), ice. Reactants: CCO, O=C1CCN(C2CCCC2)c2nc(Cl)ncc2N1, Cl, COc1cc(C(=O)O)ccc1N, O. The product is COc1cc(C(=O)O)ccc1Nc1ncc2c(n1)N(C1CCCC1)CCC(=O)N2. RXN SMILES: [CH3:31][CH2:32][OH:33].[Cl:1][c:2]1[n:3][cH:4][c:5]2[c:6]([n:18]1)[N:7]([CH:13]1[CH2:14][CH2:15][CH2:16][CH2:17]1)[CH2:8][CH2:9][C:10](=[O:12])[NH:11]2.[ClH:34].[NH2:19][c:20]1[c:21]([O:29][CH3:30])[cH:22][c:23]([C:24](=[O:25])[OH:26])[cH:27][cH:28]1.[OH2:35]>>[c:2]1([NH:19][c:20]2[c:21]([O:29][CH3:30])[cH:22][c:23]([C:24](=[O:25])[OH:26])[cH:27][cH:28]2)[n:3][cH:4][c:5]2[c:6]([n:18]1)[N:7]([CH:13]1[CH2:14][CH2:15][CH2:16][CH2:17]1)[CH2:8][CH2:9][C:10](=[O:12])[NH:11]2. Reactants: CC(C)(C)OC(=O)N, C1=CC(=CN=C1)CN2C=CC3=C2C=C(C=C3)Br. The reagents and catalysts are C(=O)([O-])[O-].[Cs+].[Cs+], CC(C)C1=CC(=C(C(=C1)C(C)C)C2=CC=CC=C2P(C3CCCCC3)C4CCCCC4)C(C)C, CC(=O)O.CC(=O)O.[Pd]. Run in C1COCCO1. Reaction conditions: temperature 110 celsius. The product is CC(C)(C)OC(=O)NC1=CC2=C(C=C1)C=CN2CC3=CN=CC=C3. Isolated yield 82.0%. Procedure: 6-bromo-1-(pyridin-3-ylmethyl)-1H-indole (1.3 g, 4.53 mmol), cesium carbonate (2.213 g, 6.79 mmol), tert-butyl carbamate (0.796 g, 6.79 mmol), dicyclohexyl(2',4',6'-triisopropylbiphenyl-2-yl)phosphine (0.453 g, 0.95 mmol) and PALLADIUM(II) ACETATE (0.071 g, 0.32 mmol) were placed under a nitrogen atmosphere. dry degassed dioxane (20 mL) was added and the reaction was warmed to 110 °C (using microwave). After reaction completion (3h) the the reaction was diluted with EtOAc(20mL) and water (10mL) ... Product: ClC=1C(=NC(=NC1)NC1=C(C=C(C(=C1)C)C1CCN(CC1)CCC1=NC(=NO1)C(C)C)C)NC1=NNC(=C1)C (5-Chloro-N2-(4-(1-(2-(3-isopropyl-1,2,4-oxadiazol-5-yl)ethyl)piperidin-4-yl)-2,5-dimethylphenyl)-N4-(5-methyl-1H-pyrazol-3-yl)pyrimidine-2,4-diamine). Reaction conditions: temperature 50 celsius, time 3 day. Reactants: ClC=1C(=NC(=NC1)NC1=C(C=C(C(=C1)C)C1CCNCC1)C)NC1=NNC(=C1)C (5-chloro-N2-(2,5-dimethyl-4-(piperidin-4-yl)phenyl)-N4-(5-methyl-1H-pyrazol-3-yl)pyrimidine-2,4-diamine), C(C)(C)C1=NOC=N1 (3-isopropyl-1,2,4-oxadiazole), CCN(C(C)C)C(C)C (DIEA). Solvent: CN1CCCC1=O (NMP). RXN SMILES: [Cl:1][C:2]1[C:3]([NH:23][C:24]2[CH:28]=[C:27]([CH3:29])[NH:26][N:25]=2)=[N:4][C:5]([NH:8][C:9]2[CH:14]=[C:13]([CH3:15])[C:12]([CH:16]3[CH2:21][CH2:20][NH:19][CH2:18][CH2:17]3)=[CH:11][C:10]=2[CH3:22])=[N:6][CH:7]=1.[CH:30]([C:33]1[N:37]=[CH:36][O:35][N:34]=1)([CH3:32])[CH3:31].[CH3:38][CH2:39]N(C(C)C)C(C)C>CN1C(=O)CCC1>[Cl:1][C:2]1[C:3]([NH:23][C:24]2[CH:28]=[C:27]([CH3:29])[NH:26][N:25]=2)=[N:4][C:5]([NH:8][C:9]2[CH:14]=[C:13]([CH3:15])[C:12]([CH:16]3[CH2:21][CH2:20][N:19]([CH2:38][CH2:39][C:36]4[O:35][N:34]=[C:33]([CH:30]([CH3:32])[CH3:31])[N:37]=4)[CH2:18][CH2:17]3)=[CH:11][C:10]=2[CH3:22])=[N:6][CH:7]=1. Reported procedure: A mixture of 5-chloro-N2-(2,5-dimethyl-4-(piperidin-4-yl)phenyl)-N4-(5-methyl-1H-pyrazol-3-yl)pyrimidine-2,4-diamine (14 mg, 0.033 mmol), 542-chloroethyl)-3-isopropyl-1,2,4-oxadiazole (9 mg, 0.053 mmol) and DIEA (29 uL, 0.17 mmol) in NMP (1 mL) was stirred at 50° C. for 3 days. The crude reaction mixture was purified by RP-HPLC to give 5-Chloro-N2-(4-(1-(2-(3-isopropyl-1,2,4-oxadiazol-5-yl)ethyl)piperidin-4-yl)-2,5-dimethylphenyl)-N4-(5-methyl-1H-pyrazol-3-yl)pyrimidine-2,4-diamine as a white so... Reactants: [Br-], CON(C)C(=O)CCc1ccc(Br)cc1, [Mg+]C1CCCCC1. The product is O=C(CCc1ccc(Br)cc1)C1CCCCC1. Reaction SMILES: [Br-:16].[Br:1][c:2]1[cH:3][cH:4][c:5]([CH2:8][CH2:9][C:10](=[O:11])[N:12]([O:13][CH3:14])[CH3:15])[cH:6][cH:7]1.[CH:17]1([Mg+:23])[CH2:18][CH2:19][CH2:20][CH2:21][CH2:22]1>>[Br:1][c:2]1[cH:3][cH:4][c:5]([CH2:8][CH2:9][C:10](=[O:11])[CH:17]2[CH2:18][CH2:19][CH2:20][CH2:21][CH2:22]2)[cH:6][cH:7]1. Starting materials: C1COCCN1, CCN1CCCc2nc3ccccc3c(Cl)c2C1, Cl, Cl, Cl, Oc1ccccc1. Yields the product CCN1CCCc2nc3ccccc3c(N3CCOCC3)c2C1, Cl, Cl. Reaction SMILES: [CH2:28]1[CH2:29][O:30][CH2:31][CH2:32][NH:33]1.[CH2:3]([CH3:4])[N:5]1[CH2:6][c:7]2[c:8]([n:9][c:10]3[cH:11][cH:12][cH:13][cH:14][c:15]3[c:16]2[Cl:17])[CH2:18][CH2:19][CH2:20]1.[ClH:1].[ClH:2].[ClH:34].[OH:21][c:22]1[cH:23][cH:24][cH:25][cH:26][cH:27]1>>[CH2:3]([CH3:4])[N:5]1[CH2:6][c:7]2[c:8]([n:9][c:10]3[cH:11][cH:12][cH:13][cH:14][c:15]3[c:16]2[N:33]2[CH2:28][CH2:29][O:30][CH2:31][CH2:32]2)[CH2:18][CH2:19][CH2:20]1.[ClH:17].[ClH:1]. The reactants are C(C)(C)(C)[Si](OC12CC3C(C(CC(C1)C3)C2)(C2=CC=CC=C2)NS(=O)C(C)(C)C)(C)C (2-Methyl-propane-2-sulfinic acid [5-(tert-butyl-dimethyl-silanyloxy)-2-phenyl-adamantan-2-yl]-amide), Cl (hydrochloric acid). The solvent is CC(C)O (2-propanol). Yields the product C1(=CC=CC=C1)C1(C2CC3(CC(CC1C3)C2)O)N (4-Phenyl-4-amino-adamantan-1-ol). Reaction SMILES: C([Si](C)(C)[O:6][C:7]12[CH2:16][CH:11]3[CH2:12][CH:13]([CH2:15][CH:9]([C:10]3([NH:23]S(C(C)(C)C)=O)[C:17]3[CH:22]=[CH:21][CH:20]=[CH:19][CH:18]=3)[CH2:8]1)[CH2:14]2)(C)(C)C.Cl>CC(O)C>[C:17]1([C:10]2([NH2:23])[CH:11]3[CH2:16][C:7]4([OH:6])[CH2:14][CH:13]([CH2:15][CH:9]2[CH2:8]4)[CH2:12]3)[CH:18]=[CH:19][CH:20]=[CH:21][CH:22]=1. Reported procedure: To a solution of 2-methyl-propane-2-sulfinic acid [5-(tert-butyl-dimethyl-silanyloxy)-2-phenyl-adamantan-2-yl]-amide (6) in 2-propanol (10 mL) was added 1N hydrochloric acid (5 mL) and the mixture was stirred at room temperature until complete conversion was achieved. The reaction mixture was washed with diethyl ether, the aqueous phase was concentrated in vacuo and lyophilized to yield 676 mg of a diastereomeric mixture of 4-phenyl-4-amino-adamantan-1-ol (7) as its hydrochloride. Rt=0.33 min, 0... Run in N (ammonia). The reactants are Cl.N[C@@H](CSC=1SC2=C(N1)C=CC=C2)C (2-[(R)-2-amino-1-propylthio]benzothiazole hydrochloride), C(C1=CC=CC=C1)(=O)O[C@H]1[C@@H](O[C@@H]([C@H]1OC(C1=CC=CC=C1)=O)COC(C1=CC=CC=C1)=O)N1C2=NC(=NC(=C2N=C1)Cl)Cl (9-(2,3,5-tri-O-benzoyl-β-D-ribofuranosyl)-2,6-dichloro-9H-purine), C(C1=CC=CC=C1)(=O)O[C@H]1[C@@H](O[C@@H]([C@H]1OC(C1=CC=CC=C1)=O)COC(C1=CC=CC=C1)=O)N1C=NC=2C(N[C@@H](CSC=3SC4=C(N3)C=CC=C4)C)=NC(=NC12)Cl (2',3',5'-tri-O-benzoyl-2-chloro-N-[(R)-1-(2-benzothiazolyl)thio-2-propyl]adenosine), 2-[(R)-N-tert-butyloxycarbonyl]amino-1-propanol, SC=1SC2=C(N1)C=CC=C2 (2-mercaptobenzothiazole). RXN SMILES: Cl.N[C@H](C)CSC1SC2C=CC=CC=2N=1.SC1SC2C=CC=CC=2N=1.C(O[C@@H]1[C@H](OC(=O)C2C=CC=CC=2)[C@@H](COC(=O)C2C=CC=CC=2)O[C@H]1N1C=NC2C1=NC(Cl)=NC=2Cl)(=O)C1C=CC=CC=1.C([O:78][C@@H:79]1[C@H:83]([O:84]C(=O)C2C=CC=CC=2)[C@@H:82]([CH2:93][O:94]C(=O)C2C=CC=CC=2)[O:81][C@H:80]1[N:103]1[C:125]2[N:124]=[C:123]([Cl:126])[N:122]=[C:107]([NH:108][C@H:109]([CH3:121])[CH2:110][S:111][C:112]3[S:113][C:114]4[CH:120]=[CH:119][CH:118]=[CH:117][C:115]=4[N:116]=3)[C:106]=2[N:105]=[CH:104]1)(=O)C1C=CC=CC=1>N>[Cl:126][C:123]1[N:122]=[C:107]([NH:108][C@H:109]([CH3:121])[CH2:110][S:111][C:112]2[S:113][C:114]3[CH:120]=[CH:119][CH:118]=[CH:117][C:115]=3[N:116]=2)[C:106]2[N:105]=[CH:104][N:103]([C:125]=2[N:124]=1)[C@@H:80]1[O:81][C@H:82]([CH2:93][OH:94])[C@@H:83]([OH:84])[C@H:79]1[OH:78] |f:0.1|. The product is ClC=1N=C(C=2N=CN([C@H]3[C@H](O)[C@H](O)[C@@H](CO)O3)C2N1)N[C@@H](CSC=1SC2=C(N1)C=CC=C2)C (2-chloro-N-[(R)-1-(2-benzothiazolyl)thio-2-propyl]adenosine). Isolated yield 24.0%. Reported procedure: The title compound was prepared according to general method A as described above in Example 1 by reacting 2-[(R)-2-amino-1-propylthio]benzothiazole hydrochloride [prepared by a Mitsunobu reaction as described in Example 1 using 2-[(R)-N-tert-butyloxycarbonyl]amino-1-propanol (2.5 g, 14 mmol) and 2-mercaptobenzothiazole (2.3 g, 14 mmol) followed by acidic hydrolysis] (1.7 g, 5.7 mmol) with 9-(2,3,5-tri-O-benzoyl-β-D-ribofuranosyl)-2,6-dichloro-9H-purine (2.8 g, 4.5 mmol), followed by debenzoylati... Starting materials: C(C=C)(=O)Cl (acryloyl chloride), CC[O-].[Na+] (sodium ethylate), C([C@@H](O)[C@@H](O)[C@H](O)[C@H](O)CO)O (mannitol). Reagents/catalysts: C1(O)=CC=C(O)C=C1 (hydroquinone). Run in CO (methanol), CO (methanol), CCCCCC (n-hexane). Conditions: temperature 17 celsius, time 10 hour. Yields the product C(C=C)(=O)O.C(C=C)(=O)O.C([C@@H](O)[C@@H](O)[C@H](O)[C@H](O)CO)O (mannitol diacrylate). Yield: 261.4%. Reaction SMILES: [CH2:1]([OH:12])[C@H:2]([C@H:4]([C@@H:6]([C@@H:8]([CH2:10][OH:11])[OH:9])[OH:7])[OH:5])[OH:3].CC[O-:15].[Na+].[C:17](Cl)(=[O:20])[CH:18]=[CH2:19]>CO.CCCCCC.C1(C=CC(O)=CC=1)O>[C:10]([OH:11])(=[O:15])[CH:8]=[CH2:6].[C:17]([OH:20])(=[O:3])[CH:18]=[CH2:19].[CH2:10]([OH:11])[C@H:8]([C@H:6]([C@@H:4]([C@@H:2]([CH2:1][OH:12])[OH:3])[OH:5])[OH:7])[OH:9] |f:1.2,7.8.9|. Procedure: 9.1 g mannitol (D(-)-Mannitol, Merck, for determination of boric acid) is mixed to an emulsion in 120 ml methanol (Merck, dried for analysis purposes) in a round flask, and is subsequently dissolved through boiling in reflux. 18 g of sodium ethylate is then slowly added (Merck, 30% in methanol) and boiled in reflux for one hour. A felt of long needles is formed. Methanol is then evaporated off in a vacuum and the mixture is mixed to an emulsion four times in n-hexane and once again the solvent i...